Dataset: the Open Reaction Database (ORD), a public repository of structured organic reaction records. Task: describe an organic reaction: reactants, conditions, products, and yield Starting materials: CN(C)C=O (DMF), BrC1=CC(=CC(=C1)F)C(C)(C)C (Bromo-3-tert-butyl-5-fluorobenzene), [Li]CCCC (nBuLi), C(C)(C)[Mg]Cl (iPrMgCl). Run in C1CCOC1 (THF). Conditions: time 45 minute. Product: C(C)(C)(C)C=1C=C(C=O)C=C(C1)F (3-tert-Butyl-5-fluoro-benzaldehyde). RXN SMILES: Br[C:2]1[CH:7]=[C:6]([F:8])[CH:5]=[C:4]([C:9]([CH3:12])([CH3:11])[CH3:10])[CH:3]=1.C([Mg]Cl)(C)C.[Li]CCCC.CN([CH:26]=[O:27])C>C1COCC1>[C:9]([C:4]1[CH:3]=[C:2]([CH:7]=[C:6]([F:8])[CH:5]=1)[CH:26]=[O:27])([CH3:12])([CH3:11])[CH3:10]. Procedure details: Bromo-3-tert-butyl-5-fluorobenzene (323.2 g, 1.4 moles) was dissolved in THF (3.3 L) and cooled −10° C. iPrMgCl (2M solution in THF, 0.5 eq, 350 mL) was added over 20 min, followed by nBuLi (2.5M solution in hexanes, 1.0 eq, 560 mL) over two hours. DMF (4 eq, 450 mL) was added over one hour then stirred for 45 minutes and quenched with 3M HCl (1000 mL). The layers were separated and the aqueous fraction was diluted with water (1 L) and extracted with ethyl acetate (1 L). The organic fractions we... The solvent is C1(=CC=CC=C1)C (toluene). Yields the product C(CCC)C1=NC2(C(N1CC1=CC=C(C=C1)C=1C(=CC=CC1)C#N)=O)CCCC2 (4'-[[2-butyl-4-oxo-1,3-diazaspiro[4.4]non-1-en-3yl]methyl][1,1'-biphenyl]-2-carbonitrile). Reported procedure: A preferred embodiment of the process comprises reacting a 2-butyl-1,3-diazaspiro[4.4]nonan-4-one hydrochloride and 4'-(bromomethyl)[1,1'-biphenyl]-2-carbonitrile in a water-immiscible organic solvent such as dichloromethane or toluene, in the presence of methyl-tributylammonium chloride and aqueous sodium or potassium hydroxide, separating the organic phase of dichloromethane or toluene, washing the separated organic phase with water, optionally drying the organic phase over a desiccant, filter... As a reaction SMILES: Cl.[CH2:2]([CH:6]1[NH:10][C:9](=[O:11])[C:8]2([CH2:15][CH2:14][CH2:13][CH2:12]2)[NH:7]1)[CH2:3][CH2:4][CH3:5].Br[CH2:17][C:18]1[CH:23]=[CH:22][C:21]([C:24]2[C:25]([C:30]#[N:31])=[CH:26][CH:27]=[CH:28][CH:29]=2)=[CH:20][CH:19]=1.O.ClCCl>C1(C)C=CC=CC=1>[CH2:2]([C:6]1[N:10]([CH2:17][C:18]2[CH:19]=[CH:20][C:21]([C:24]3[C:25]([C:30]#[N:31])=[CH:26][CH:27]=[CH:28][CH:29]=3)=[CH:22][CH:23]=2)[C:9](=[O:11])[C:8]2([CH2:15][CH2:14][CH2:13][CH2:12]2)[N:7]=1)[CH2:3][CH2:4][CH3:5] |f:0.1|. Starting materials: Cl.C(CCC)C1NC2(C(N1)=O)CCCC2 (2-butyl-1,3-diazaspiro[4.4]nonan-4-one hydrochloride), ClCCl (dichloromethane), BrCC1=CC=C(C=C1)C=1C(=CC=CC1)C#N (4'-(bromomethyl)[1,1'-biphenyl]-2-carbonitrile), O (water). As a reaction SMILES: F[C:2]1[CH:7]=[CH:6][CH:5]=[CH:4][C:3]=1[N+:8]([O-:10])=[O:9].[CH2:11]([O:13][C:14]([C:16]1[N:17]=[CH:18][NH:19][C:20]=1[C:21]([O:23][CH2:24][CH3:25])=[O:22])=[O:15])[CH3:12].C(=O)([O-])[O-].[K+].[K+]>CN(C)C=O>[CH2:24]([O:23][C:21]([C:20]1[N:19]=[CH:18][N:17]([C:2]2[CH:7]=[CH:6][CH:5]=[CH:4][C:3]=2[N+:8]([O-:10])=[O:9])[C:16]=1[C:14]([O:13][CH2:11][CH3:12])=[O:15])=[O:22])[CH3:25] |f:2.3.4|. The reactants are FC1=C(C=CC=C1)[N+](=O)[O-] (o-fluoronitrobenzene), C(C)OC(=O)C=1N=CNC1C(=O)OCC (imidazole 4,5-dicarboxylic acid diethyl ester), C([O-])([O-])=O.[K+].[K+] (potassium carbonate). Procedure: To a solution of o-fluoronitrobenzene (106 g) and imidazole 4,5-dicarboxylic acid diethyl ester (106 g) in one liter of N,N-dimethyl formamide (DMF) was added anhydrous potassium carbonate (200 g). The reaction mixture was stirred vigorously for at least four hours. After removal of solvent under oil pump vacuum, the residue was treated with water, then extracted with chloroform (300 ml×3). The combined chloroform extracts were washed with water, dried by magnesium sulfate, then concentrated und... The yield is 81.7%. The solvent is CN(C=O)C (N,N-dimethyl formamide). The product is C(C)OC(=O)C=1N=CN(C1C(=O)OCC)C1=C(C=CC=C1)[N+](=O)[O-] (N-o-Nitrophenylimidazole 4,5-dicarboxylic acid diethyl ester). Starting materials: ClCCl, CC(C)Oc1ccc(-c2nc(-c3ccc4c(CCC(=O)OC(C)(C)C)c[nH]c4c3)no2)cc1Cl, O=C(O)C(F)(F)F. Product: CC(C)Oc1ccc(-c2nc(-c3ccc4c(CCC(=O)O)c[nH]c4c3)no2)cc1Cl. Reaction SMILES: [Cl:42][CH2:43][Cl:44].[Cl:8][c:9]1[cH:10][c:11](-[c:19]2[n:20][c:21](-[c:24]3[cH:25][cH:26][c:27]4[c:28]([CH2:33][CH2:34][C:35](=[O:36])[O:37][C:38]([CH3:39])([CH3:40])[CH3:41])[cH:29][nH:30][c:31]4[cH:32]3)[n:22][o:23]2)[cH:12][cH:13][c:14]1[O:15][CH:16]([CH3:17])[CH3:18].[OH:1][C:2]([C:3]([F:4])([F:5])[F:6])=[O:7]>>[Cl:8][c:9]1[cH:10][c:11](-[c:19]2[n:20][c:21](-[c:24]3[cH:25][cH:26][c:27]4[c:28]([CH2:33][CH2:34][C:35](=[O:36])[OH:37])[cH:29][nH:30][c:31]4[cH:32]3)[n:22][o:23]2)[cH:12][cH:13][c:14]1[O:15][CH:16]([CH3:17])[CH3:18]. Starting materials: C(C)(=O)OC(C(=O)O)C1=CC(=C(C=C1)OC(C)=O)OCC (acetoxy-(4-acetoxy-3-ethoxyphenyl)-acetic acid), O (water). Reagents/catalysts: [OH-].[OH-].[Pd+2] (Pd(OH)2). Run in CO (methanol). Yields the product C(C)(=O)OC1=C(C=C(C=C1)CC(=O)O)OCC ((4-acetoxy-3-ethoxyphenyl)-acetic acid). Isolated yield 88.8%. Reaction SMILES: C(O[CH:5]([C:9]1[CH:14]=[CH:13][C:12]([O:15][C:16](=[O:18])[CH3:17])=[C:11]([O:19][CH2:20][CH3:21])[CH:10]=1)[C:6]([OH:8])=[O:7])(=O)C.O>CO.[OH-].[OH-].[Pd+2]>[C:16]([O:15][C:12]1[CH:13]=[CH:14][C:9]([CH2:5][C:6]([OH:8])=[O:7])=[CH:10][C:11]=1[O:19][CH2:20][CH3:21])(=[O:18])[CH3:17] |f:3.4.5|. Procedure: Intermediate 3 (30.9 g, 0.104 mol) was dissolved in methanol (500 mL), Pd(OH)2 (5.0 g) wet with distilled water was added, and the mixture was placed under hydrogen at 30 psi with shaking. After 48 hr Pd(OH)2 was removed by filtration and solvent was removed under vacuum giving 22 g of intermediate 4 as a yellow oil. The reactants are C=CCOCc1cc2c(Cc3cnc(N)nc3N)cc(OC)c(OC)c2o1, O=C[O-], [NH4+], c1ccc(P(c2ccccc2)(c2ccccc2)[Pd](P(c2ccccc2)(c2ccccc2)c2ccccc2)(P(c2ccccc2)(c2ccccc2)c2ccccc2)P(c2ccccc2)(c2ccccc2)c2ccccc2)cc1. Product: COc1cc(Cc2cnc(N)nc2N)c2cc(CO)oc2c1OC. RXN SMILES: [CH2:1]([CH:2]=[CH2:3])[O:4][CH2:5][c:6]1[o:7][c:8]2[c:9]([cH:10]1)[c:11]([CH2:19][c:20]1[c:21]([NH2:27])[n:22][c:23]([NH2:26])[n:24][cH:25]1)[cH:12][c:13]([O:17][CH3:18])[c:14]2[O:15][CH3:16].[CH:28]([O-:29])=[O:30].[NH4+:31].[cH:32]1[cH:33][cH:34][c:35]([P:36]([Pd:37]([P:38]([c:39]2[cH:40][cH:41][cH:42][cH:43][cH:44]2)([c:45]2[cH:46][cH:47][cH:48][cH:49][cH:50]2)[c:51]2[cH:52][cH:53][cH:54][cH:55][cH:56]2)([P:57]([c:58]2[cH:59][cH:60][cH:61][cH:62][cH:63]2)([c:64]2[cH:65][cH:66][cH:67][cH:68][cH:69]2)[c:70]2[cH:71][cH:72][cH:73][cH:74][cH:75]2)[P:76]([c:77]2[cH:78][cH:79][cH:80][cH:81][cH:82]2)([c:83]2[cH:84][cH:85][cH:86][cH:87][cH:88]2)[c:89]2[cH:90][cH:91][cH:92][cH:93][cH:94]2)([c:95]2[cH:96][cH:97][cH:98][cH:99][cH:100]2)[c:101]2[cH:102][cH:103][cH:104][cH:105][cH:106]2)[cH:107][cH:108]1>>[OH:4][CH2:5][c:6]1[o:7][c:8]2[c:9]([cH:10]1)[c:11]([CH2:19][c:20]1[c:21]([NH2:27])[n:22][c:23]([NH2:26])[n:24][cH:25]1)[cH:12][c:13]([O:17][CH3:18])[c:14]2[O:15][CH3:16]. Starting materials: C(C)OC(C(C1=C(C(=CC(=C1)OCC)OCC)F)NC1=CC=C(C=C1)C#N)=O ((RS)-(4-cyano-phenylamino)-(3,5-diethoxy-2-fluoro-phenyl)-acetic acid ethyl ester), C(C)(=O)OCC (ethyl acetate), [Li+].[OH-] (LiOH), Cl (HCl). Run in C1CCOC1 (THF). Conditions: time 2 hour. Product: C(#N)C1=CC=C(C=C1)NC(C(=O)O)C1=C(C(=CC(=C1)OCC)OCC)F ((RS)-(4-cyano-phenylamino)-(3,5-diethoxy-2-fluoro-phenyl)-acetic acid). The yield is 102.5%. Reaction SMILES: C([O:3][C:4](=[O:28])[CH:5]([NH:19][C:20]1[CH:25]=[CH:24][C:23]([C:26]#[N:27])=[CH:22][CH:21]=1)[C:6]1[CH:11]=[C:10]([O:12][CH2:13][CH3:14])[CH:9]=[C:8]([O:15][CH2:16][CH3:17])[C:7]=1[F:18])C.[Li+].[OH-].Cl.C(OCC)(=O)C>C1COCC1>[C:26]([C:23]1[CH:24]=[CH:25][C:20]([NH:19][CH:5]([C:6]2[CH:11]=[C:10]([O:12][CH2:13][CH3:14])[CH:9]=[C:8]([O:15][CH2:16][CH3:17])[C:7]=2[F:18])[C:4]([OH:28])=[O:3])=[CH:21][CH:22]=1)#[N:27] |f:1.2|. Procedure: The (RS)-(4-cyano-phenylamino)-(3,5-diethoxy-2-fluoro-phenyl)-acetic acid ethyl ester (1.02 g) described in example 2.2 was dissolved in THF. 1 M LiOH (3.96 ml) was added and the mixture was stirred for 2 h at room temperature. 1 M HCl (4 ml) was added. The product was isolated by extraction with ethyl acetate to give 970 mg of (RS)-(4-cyano-phenylamino)-(3,5-diethoxy-2-fluoro-phenyl)-acetic acid which was used for the next step without further purification. MS: 357 ([M−H]−) The reactants are C1COCCN1, CC#N, O=C(O)c1ccc(Cl)nc1. The product is O=C(O)c1ccc(N2CCOCC2)nc1. As a reaction SMILES: [CH2:11]1[CH2:12][O:13][CH2:14][CH2:15][NH:16]1.[CH3:17][C:18]#[N:19].[Cl:1][c:2]1[n:3][cH:4][c:5]([C:6](=[O:7])[OH:8])[cH:9][cH:10]1>>[c:2]1([N:16]2[CH2:11][CH2:12][O:13][CH2:14][CH2:15]2)[n:3][cH:4][c:5]([C:6](=[O:7])[OH:8])[cH:9][cH:10]1.